From a dataset of the Open Reaction Database (ORD), a public repository of structured organic reaction records. describe an organic reaction: reactants, conditions, products, and yield The reactants are FC=1C=CC2=C(C(=C(O2)C(C(C)C)O)C)C1 (1-(5-fluoro-3-methyl-1-benzofuran-2-yl)-2-methylpropan-1-ol), S(=O)(Cl)Cl (thionyl chloride), C(O)([O-])=O.[Na+] (sodium hydrogen carbonate). The solvent is O1CCCC1 (tetrahydrofuran). Run at time 2 hour. Product: ClC(C(C)C)C=1OC2=C(C1C)C=C(C=C2)F (2-(1-chloro-2-methylpropyl)-5-fluoro-3-methyl-1-benzofuran). As a reaction SMILES: [F:1][C:2]1[CH:3]=[CH:4][C:5]2[O:9][C:8]([CH:10](O)[CH:11]([CH3:13])[CH3:12])=[C:7]([CH3:15])[C:6]=2[CH:16]=1.S(Cl)([Cl:19])=O.C(=O)([O-])O.[Na+]>O1CCCC1>[Cl:19][CH:10]([C:8]1[O:9][C:5]2[CH:4]=[CH:3][C:2]([F:1])=[CH:16][C:6]=2[C:7]=1[CH3:15])[CH:11]([CH3:13])[CH3:12] |f:2.3|. Reported procedure: To a solution of 1-(5-fluoro-3-methyl-1-benzofuran-2-yl)-2-methylpropan-1-ol (1.128 g) obtained in Example A192(2) in tetrahydrofuran (10 mL) was added thionyl chloride (0.45 mL) at room temperature. The reaction mixture was stirred at room temperature for 2 hr. To the reaction mixture was added aqueous sodium hydrogen carbonate solution, and the mixture was extracted with ethyl acetate. The organic layer was washed with saturated brine, and dried over anhydrous magnesium sulfate. After filtrati... Starting materials: ClC1=NC(=NC(=C1)Cl)N (4,6-dichloro-2-pyrimidinamine), C[C@@H]1CC[C@@H](CN1)C(=O)O ((3S,6R)-6-methyl-3-piperidinecarboxylic acid), C(=O)(O)[O-].[Na+] (NaHCO3), ClC1=NC(=NC(=C1)Cl)N (4,6-dichloro-2-pyrimidinamine), N1N=CC2=CC=C(C=C12)B1OC(C)(C)C(C)(C)O1 (1H-indazole-6-boronic acid pinacol ester). Reagents/catalysts: C=1C=CC(=CC1)[P](C=2C=CC=CC2)(C=3C=CC=CC3)[Pd]([P](C=4C=CC=CC4)(C=5C=CC=CC5)C=6C=CC=CC6)([P](C=7C=CC=CC7)(C=8C=CC=CC8)C=9C=CC=CC9)[P](C=1C=CC=CC1)(C=1C=CC=CC1)C=1C=CC=CC1 (Pd(Ph3P)4). Solvent: CCOC(=O)C (EtOAc), C(C)(C)O (isopropanol), O (water), O1CCOCC1 (1,4-dioxane), O (water). Run at temperature 117 celsius, time 8 hour. Yields the product NC1=NC(=CC(=N1)N1C[C@H](CC[C@H]1C)C(=O)O)C1=CC=C2C=NNC2=C1 ((3S,6R)-1-[2-Amino-6-(1H-indazol-6-yl)-4-pyrimidinyl]-6-methyl-3-piperidinecarboxylic acid). Isolated yield 22.1%. As a reaction SMILES: Cl[C:2]1[CH:7]=[C:6](Cl)[N:5]=[C:4]([NH2:9])[N:3]=1.[CH3:10][C@H:11]1[NH:16][CH2:15][C@@H:14]([C:17]([OH:19])=[O:18])[CH2:13][CH2:12]1.C([O-])(O)=O.[Na+].[NH:25]1[C:33]2[C:28](=[CH:29][CH:30]=[C:31](B3OC(C)(C)C(C)(C)O3)[CH:32]=2)[CH:27]=[N:26]1>O1CCOCC1.O.CCOC(C)=O.C1C=CC([P]([Pd]([P](C2C=CC=CC=2)(C2C=CC=CC=2)C2C=CC=CC=2)([P](C2C=CC=CC=2)(C2C=CC=CC=2)C2C=CC=CC=2)[P](C2C=CC=CC=2)(C2C=CC=CC=2)C2C=CC=CC=2)(C2C=CC=CC=2)C2C=CC=CC=2)=CC=1.C(O)(C)C>[NH2:9][C:4]1[N:5]=[C:6]([N:16]2[C@H:11]([CH3:10])[CH2:12][CH2:13][C@H:14]([C:17]([OH:19])=[O:18])[CH2:15]2)[CH:7]=[C:2]([C:31]2[CH:32]=[C:33]3[C:28]([CH:27]=[N:26][NH:25]3)=[CH:29][CH:30]=2)[N:3]=1 |f:2.3,^1:59,61,80,99|. Procedure details: A mixture of 4,6-dichloro-2-pyrimidinamine (0.2 g, 1.22 mmol), (3S,6R)-6-methyl-3-piperidinecarboxylic acid (0.265 g, 1.342 mmol) and NaHCO3 (V, 6.10 mmol) in 1,4-dioxane (10 mL) and water (5 mL) was stirred overnight at 117° C. into a sealed tube. The reaction was allowed to cool to room temperature. LCMS showed that most of the starting material 4,6-dichloro-2-pyrimidinamine had been consumed. Then 1H-indazole-6-boronic acid pinacol ester (0.327 g, 1.342 mmol) and Pd(Ph3P)4 (0.028 g, 0.024 mmo... Starting materials: Cl.C(C)(C)(C)OC(=O)[C@H]1N(CCC1)CC(=O)O ((S)-2-(2-(tert-butoxycarbonyl)pyrrolidin-1-yl)acetic acid hydrochloride), N[C@H](C(=O)NC1=CC=C(C=C1)OC1=CC=C(C=C1)F)COCC1=CC=CC=C1 ((S)-2-amino-3-(benzyloxy)-N-(4-(4-fluorophenoxy)phenyl)propanamide). Yields the product Compound 103, C(C1=CC=CC=C1)OC[C@@H](C(=O)NC1=CC=C(C=C1)OC1=CC=C(C=C1)F)NC(CN1[C@@H](CCC1)C(=O)OC(C)(C)C)=O ((S)-tert-butyl 1-(2-((S)-3-(benzyloxy)-1-(4-(4-fluorophenoxy)phenylamino)-1-oxopropan-2-ylamino)-2-oxoethyl)pyrrolidine-2-carboxylate). Yield: 42.3%. RXN SMILES: Cl.[C:2]([O:6][C:7]([C@@H:9]1[CH2:13][CH2:12][CH2:11][N:10]1[CH2:14][C:15]([OH:17])=O)=[O:8])([CH3:5])([CH3:4])[CH3:3].[NH2:18][C@@H:19]([CH2:37][O:38][CH2:39][C:40]1[CH:45]=[CH:44][CH:43]=[CH:42][CH:41]=1)[C:20]([NH:22][C:23]1[CH:28]=[CH:27][C:26]([O:29][C:30]2[CH:35]=[CH:34][C:33]([F:36])=[CH:32][CH:31]=2)=[CH:25][CH:24]=1)=[O:21]>>[CH2:39]([O:38][CH2:37][C@H:19]([NH:18][C:15](=[O:17])[CH2:14][N:10]1[CH2:11][CH2:12][CH2:13][C@H:9]1[C:7]([O:6][C:2]([CH3:3])([CH3:4])[CH3:5])=[O:8])[C:20]([NH:22][C:23]1[CH:28]=[CH:27][C:26]([O:29][C:30]2[CH:35]=[CH:34][C:33]([F:36])=[CH:32][CH:31]=2)=[CH:25][CH:24]=1)=[O:21])[C:40]1[CH:45]=[CH:44][CH:43]=[CH:42][CH:41]=1 |f:0.1|. Reported procedure: Proceeding as in Example 1, but substituting (S)-2-(2-(tert-butoxycarbonyl)pyrrolidin-1-yl)acetic acid hydrochloride and (S)-2-amino-3-(benzyloxy)-N-(4-(4-fluorophenoxy)phenyl)propanamide, gave Compound 103, (S)-tert-butyl 1-(2-((S)-3-(benzyloxy)-1-(4-(4-fluorophenoxy)phenylamino)-1-oxopropan-2-ylamino)-2-oxoethyl)pyrrolidine-2-carboxylate (3 mg, 42.3%). MS (EI) for C33H38FN3O6. found 592.7 (MH+). Starting materials: BrCCC (bromopropane), BrCCC (bromopropane), [Na] (sodium), C(C)(=O)NC(C(=O)OCC)C#N (ethyl acetamidocyanoacetate). The solvent is C(C)O (ethanol), C(C)O (ethanol), C(C)O (ethanol). Run at temperature 0 celsius, time 2 hour. The product is C(C)(=O)NC(C(=O)OCC)(CCC)C#N (Ethyl 2-acetylamino-2-cyanopentanoate). As a reaction SMILES: [Na].[C:2]([NH:5][CH:6]([C:12]#[N:13])[C:7]([O:9][CH2:10][CH3:11])=[O:8])(=[O:4])[CH3:3].Br[CH2:15][CH2:16][CH3:17]>C(O)C>[C:2]([NH:5][C:6]([C:12]#[N:13])([CH2:15][CH2:16][CH3:17])[C:7]([O:9][CH2:10][CH3:11])=[O:8])(=[O:4])[CH3:3] |^1:0|. Procedure: 1.35 g of sodium (58.8 mmol) are dissolved in 200 ml of ethanol and the resulting solution is cooled down to 0° C. 10 g (58.8 mmol) of ethyl acetamidocyanoacetate are added. After a clear solution has formed, a solution of 7.23 g (58.8 mmol) of bromopropane in 10 ml of ethanol is added dropwise and the reaction mixture is stirred at room temperature for 2 hours. A solution of 7.23 g (58.8 mmol) of bromopropane in 10 ml of ethanol is added once again and the reaction mixture is heated under reflu... The reactants are COC(=O)c1cc(C)c2nc(C)n(Cc3ccc(OC(C)=O)cc3Cl)c2n1, O=C([O-])O, CO, ClC(Cl)Cl, [Na+], O=S(=O)(O)O. The product is COC(=O)c1cc(C)c2nc(C)n(Cc3ccc(O)cc3Cl)c2n1. Reaction SMILES: [C:1](=[O:2])([CH3:3])[O:4][c:5]1[cH:6][c:7]([Cl:27])[c:8]([CH2:9][n:10]2[c:11]([CH3:24])[n:12][c:13]3[c:14]2[n:15][c:16]([C:20](=[O:21])[O:22][CH3:23])[cH:17][c:18]3[CH3:19])[cH:25][cH:26]1.[C:39](=[O:40])([O-:41])[OH:42].[CH3:33][OH:34].[CH:35]([Cl:36])([Cl:37])[Cl:38].[Na+:43].[S:28](=[O:29])(=[O:30])([OH:31])[OH:32]>>[OH:4][c:5]1[cH:6][c:7]([Cl:27])[c:8]([CH2:9][n:10]2[c:11]([CH3:24])[n:12][c:13]3[c:14]2[n:15][c:16]([C:20](=[O:21])[O:22][CH3:23])[cH:17][c:18]3[CH3:19])[cH:25][cH:26]1. The reactants are C(C)S(=O)(=O)C=1C=C(C=CC1)C1=C2C3=C(NC2=C(C=C1)O)N=CC(=C3)C (5-(3-(ethylsulfonyl)phenyl)-3-methyl-9H-pyrido[2,3-b]indol-8-ol), C(C)S(=O)(=O)C=1C=C(C=CC1)C1=C2C3=C(NC2=C(C=C1)O[C@@H](CO)C)N=CC(=C3)C ((R)-2-(5-(3-(ethylsulfonyl)phenyl)-3-methyl-9H-pyrido[2,3-b]indol-8-yloxy)propan-1-ol). Product: C(C)S(=O)(=O)C=1C=C(C=CC1)C1=C2C3=C(NC2=C(C=C1)O[C@H](CO)C)N=CC(=C3)C ((S)-2-(5-(3-(ethylsulfonyl)phenyl)-3-methyl-9H-pyrido[2,3-b]indol-8-yloxy)propan-1-ol). RXN SMILES: C(S(C1C=C(C2C=CC(O)=C3C=2C2C=C(C)C=NC=2N3)C=CC=1)(=O)=O)C.[CH2:27]([S:29]([C:32]1[CH:33]=[C:34]([C:38]2[CH:46]=[CH:45][C:44]([O:47][C@H:48]([CH3:51])[CH2:49][OH:50])=[C:43]3[C:39]=2[C:40]2[CH:55]=[C:54]([CH3:56])[CH:53]=[N:52][C:41]=2[NH:42]3)[CH:35]=[CH:36][CH:37]=1)(=[O:31])=[O:30])[CH3:28]>>[CH2:27]([S:29]([C:32]1[CH:33]=[C:34]([C:38]2[CH:46]=[CH:45][C:44]([O:47][C@@H:48]([CH3:51])[CH2:49][OH:50])=[C:43]3[C:39]=2[C:40]2[CH:55]=[C:54]([CH3:56])[CH:53]=[N:52][C:41]=2[NH:42]3)[CH:35]=[CH:36][CH:37]=1)(=[O:31])=[O:30])[CH3:28]. Procedure details: The title compound was synthesized from Compound 157 using an analogous procedure to that outlined in the preparation of Compound 211. 1H NMR (400 MHz, DMSO-d6) δ ppm 1.17 (t, J=7.45 Hz, 3 H) 1.36 (d, J=6.06 Hz, 3 H) 2.26 (s, 3 H) 3.40 (q, J=7.41 Hz, 2 H) 3.63-3.72 (m, 2 H) 4.63 (m, 1 H) 4.90 (t, J=6.19 Hz, 1 H) 7.07 (d, J=8.08 Hz, 1 H) 7.15-7.19 (m, 1 H) 7.56 (s, 1 H) 7.85 (t, J=7.71 Hz, 1 H) 7.97-7.99 (m, 2 H) 8.07-8.10 (m, 1 H) 8.27 (d, J=2.02 Hz, 1 H) 11.82 (s, 1 H); [M+H] calc'd for C23H25N... Starting materials: CCO, COC(=O)c1cccc2nc(-c3cccc(CN4CCNCC4)c3)oc12, [NH4+], O. Product: NC(=O)c1cccc2nc(-c3cccc(CN4CCNCC4)c3)oc12. Reaction SMILES: [CH3:29][CH2:30][OH:31].[N:1]1([CH2:7][c:8]2[cH:9][c:10](-[c:14]3[o:15][c:16]4[c:17]([n:18]3)[cH:19][cH:20][cH:21][c:22]4[C:23]([O:25][CH3:24])=[O:26])[cH:11][cH:12][cH:13]2)[CH2:2][CH2:3][NH:4][CH2:5][CH2:6]1.[NH4+:28].[OH2:27]>>[N:1]1([CH2:7][c:8]2[cH:9][c:10](-[c:14]3[o:15][c:16]4[c:17]([n:18]3)[cH:19][cH:20][cH:21][c:22]4[C:23](=[O:25])[NH2:28])[cH:11][cH:12][cH:13]2)[CH2:2][CH2:3][NH:4][CH2:5][CH2:6]1. Reaction conditions: time 14 hour. Solvent: C(C)(=O)O (acetic acid). The reactants are NN=CC1=CC=C(C=C1)CCCCC(=O)NC(CC(=O)O)CCSC ((±)-3-[[5-[4-(Aminoiminomethyl)phenyl]-1-oxopentyl]amino]-5-(methylthio)pentanoic acid), O (water), OO (H2O2). RXN SMILES: [NH2:1][N:2]=[CH:3][C:4]1[CH:9]=[CH:8][C:7]([CH2:10][CH2:11][CH2:12][CH2:13][C:14]([NH:16][CH:17]([CH2:22][CH2:23][S:24][CH3:25])[CH2:18][C:19]([OH:21])=[O:20])=[O:15])=[CH:6][CH:5]=1.[OH2:26].OO>C(O)(=O)C>[NH2:1][N:2]=[CH:3][C:4]1[CH:9]=[CH:8][C:7]([CH2:10][CH2:11][CH2:12][CH2:13][C:14]([NH:16][CH:17]([CH2:22][CH2:23][S:24]([CH3:25])=[O:26])[CH2:18][C:19]([OH:21])=[O:20])=[O:15])=[CH:6][CH:5]=1. Product: NN=CC1=CC=C(C=C1)CCCCC(=O)NC(CC(=O)O)CCS(=O)C ((±)-3-[[5-[4-(aminoiminomethyl)phenyl]-1-oxopentyl]amino]-5-(methylsulfinyl)pentanoic acid). Procedure: (±)-3-[[5-[4-(Aminoiminomethyl)phenyl]-1-oxopentyl]amino]-5-(methylthio)pentanoic acid (2.5 g) was added to water (15 ml) and acetic acid (5 ml) and 30% H2O2 (10 ml) . The oxidation was allowed to proceed for 14 hours after which the reaction mixture was purified by reverse phase chromatography (water/acetonitrile) and lyophilized to give 1.6 g of the title compound as a white solid: 1H NMR (d6 -DMSO) δ1.51 (m, 4H), 1.56 (m, 2H), 2.0(m, 2H), 2.18 (s, 3H), 2.90 (m, 4H), 2.71 (m, 2H), 4.10 (m, 1H)...